From a dataset of the Open Reaction Database (ORD), a public repository of structured organic reaction records. describe an organic reaction: reactants, conditions, products, and yield The reactants are ClCC(=O)NC=1C=C(C(=O)OC)C=CC1 (methyl 3-(2-chloroacetamido)benzoate), S1C(=CC=C1)CC(=O)[O-].[K+] (potassium thiolacetate), CC(=O)C (acetone). The solvent is CCCCCC (n-hexane). Product: C(C)(=O)SCC(=O)NC=1C=C(C(=O)OC)C=CC1 (METHYL 3-[2-(ACETYLTHIO)ACETAMIDO]BENZOATE). Reaction SMILES: Cl[CH2:2][C:3]([NH:5][C:6]1[CH:7]=[C:8]([CH:13]=[CH:14][CH:15]=1)[C:9]([O:11][CH3:12])=[O:10])=[O:4].[S:16]1C=CC=C1CC([O-])=O.[K+].[CH3:26][C:27](C)=[O:28]>CCCCCC>[C:27]([S:16][CH2:2][C:3]([NH:5][C:6]1[CH:7]=[C:8]([CH:13]=[CH:14][CH:15]=1)[C:9]([O:11][CH3:12])=[O:10])=[O:4])(=[O:28])[CH3:26] |f:1.2|. Reported procedure: A mixture of methyl 3-(2-chloroacetamido)benzoate (16 g., 0.07 mole) and potassium thiolacetate (7.1 g., 0.065 mole) in 150 ml. of acetone is refluxed for 4.5 hr. After cooling, the reaction mixture is filtered and the filtrate concentrated under reduced pressure. The residual solid thus obtained is slurried with n-hexane to afford an 86% yield of crude product. Crystallization of the crude product from ethyl acetate-n-hexane affords analytically pure METHYL 3-[2-(ACETYLTHIO)ACETAMIDO]BENZOATE, ... The reactants are CC(=O)OC(C)Cn1nc(NC(=O)C(CC2CCOCC2)n2ncc(Oc3c(F)cccc3F)cc2=O)cc1C, [Li+], C1CCOC1, [OH-], O, O. The product is Cc1cc(NC(=O)C(CC2CCOCC2)n2ncc(Oc3c(F)cccc3F)cc2=O)nn1CC(C)O. As a reaction SMILES: [F:1][c:2]1[c:3]([O:4][c:5]2[cH:6][n:7][n:8]([CH:12]([C:13](=[O:14])[NH:15][c:16]3[n:17][n:18]([CH2:22][CH:23]([CH3:24])[O:25][C:26](=[O:27])[CH3:28])[c:19]([CH3:21])[cH:20]3)[CH2:29][CH:30]3[CH2:31][CH2:32][O:33][CH2:34][CH2:35]3)[c:9](=[O:11])[cH:10]2)[c:36]([F:40])[cH:37][cH:38][cH:39]1.[Li+:43].[O:44]1[CH2:45][CH2:46][CH2:47][CH2:48]1.[OH-:42].[OH2:41].[OH2:49]>>[F:1][c:2]1[c:3]([O:4][c:5]2[cH:6][n:7][n:8]([CH:12]([C:13](=[O:14])[NH:15][c:16]3[n:17][n:18]([CH2:22][CH:23]([CH3:24])[OH:25])[c:19]([CH3:21])[cH:20]3)[CH2:29][CH:30]3[CH2:31][CH2:32][O:33][CH2:34][CH2:35]3)[c:9](=[O:11])[cH:10]2)[c:36]([F:40])[cH:37][cH:38][cH:39]1.